This data is from the Open Reaction Database (ORD), a public repository of structured organic reaction records. The task is: describe an organic reaction: reactants, conditions, products, and yield RXN SMILES: [C:1]([Cl:2])([Cl:3])([Cl:4])[Cl:5].[Cl:60][CH2:61][Cl:62].[OH:25][CH2:26][CH2:27][S:28](=[O:29])(=[O:30])[c:31]1[cH:32][c:33]2[c:37]([cH:38][cH:39]1)[N:36]([c:40]1[cH:41][c:42]([O:46][CH:47]3[CH2:48][CH2:49][N:50]([C:53](=[O:54])[O:55][C:56]([CH3:57])([CH3:58])[CH3:59])[CH2:51][CH2:52]3)[n:43][cH:44][n:45]1)[CH2:35][CH2:34]2.[c:6]1([P:7]([c:8]2[cH:9][cH:10][cH:11][cH:12][cH:13]2)[c:14]2[cH:15][cH:16][cH:17][cH:18][cH:19]2)[cH:20][cH:21][cH:22][cH:23][cH:24]1>>[CH2:1]([Cl:5])[CH2:27][S:28](=[O:29])(=[O:30])[c:31]1[cH:32][c:33]2[c:37]([cH:38][cH:39]1)[N:36]([c:40]1[cH:41][c:42]([O:46][CH:47]3[CH2:48][CH2:49][N:50]([C:53](=[O:54])[O:55][C:56]([CH3:57])([CH3:58])[CH3:59])[CH2:51][CH2:52]3)[n:43][cH:44][n:45]1)[CH2:35][CH2:34]2. The reactants are ClC(Cl)(Cl)Cl, ClCCl, CC(C)(C)OC(=O)N1CCC(Oc2cc(N3CCc4cc(S(=O)(=O)CCO)ccc43)ncn2)CC1, c1ccc(P(c2ccccc2)c2ccccc2)cc1. Product: CC(C)(C)OC(=O)N1CCC(Oc2cc(N3CCc4cc(S(=O)(=O)CCCl)ccc43)ncn2)CC1. The reactants are O.C1(=CC=C(C=C1)S(=O)(=O)O)C (p-toluenesulfonic acid hydrate), C1(=CC=CC=C1)C (toluene), CC=1C=C(C=C(C1)C)SC1=C(N=C(N1COCCO)C)C(C)C (5-(3,5-dimethylphenylthio)-4-isopropyl-1-(2-hydroxyethoxymethyl)-2-methyl-1H-imidazole), COC1(CCCC1)OC (1,1-dimethoxycyclopentane). Run in C(Cl)Cl (methylene chloride), C(C)N(CC)CC (Triethylamine). Reaction conditions: time 3 hour. The product is CC=1C=C(C=C(C1)C)SC1=C(N=C(N1COCCOC1(CCCC1)OC)C)C(C)C (5-(3,5-Dimethylphenylthio)-4-isopropyl-1-[2-(1-methoxycyclopentyloxy)ethoxymethyl]-2-methyl-1H-imidazole). Isolated yield 73.2%. Reaction SMILES: [CH3:1][C:2]1[CH:3]=[C:4]([S:9][C:10]2[N:14]([CH2:15][O:16][CH2:17][CH2:18][OH:19])[C:13]([CH3:20])=[N:12][C:11]=2[CH:21]([CH3:23])[CH3:22])[CH:5]=[C:6]([CH3:8])[CH:7]=1.O.C1(C)C=CC(S(O)(=O)=O)=CC=1.C1(C)C=CC=CC=1.[CH3:43][O:44][C:45]1(OC)[CH2:49][CH2:48][CH2:47][CH2:46]1>C(Cl)Cl.C(N(CC)CC)C>[CH3:8][C:6]1[CH:5]=[C:4]([S:9][C:10]2[N:14]([CH2:15][O:16][CH2:17][CH2:18][O:19][C:45]3([O:44][CH3:43])[CH2:49][CH2:48][CH2:47][CH2:46]3)[C:13]([CH3:20])=[N:12][C:11]=2[CH:21]([CH3:23])[CH3:22])[CH:3]=[C:2]([CH3:1])[CH:7]=1 |f:1.2|. Procedure: A solution of 5-(3,5-dimethylphenylthio)-4-isopropyl-1-(2-hydroxyethoxymethyl)-2-methyl-1H-imidazole (1) (301 mg, 0.9 mmol) prepared in accordance with the method as described in WO 96/10019 and p-toluenesulfonic acid hydrate (180 mg, 0.945 mmol) in a mixture of methylene chloride (5 mL) - toluene (1 mL) was concentrated under reduced pressure. The obtained residue was dissolved in methylene chloride (9 mL), to which was added 1,1-dimethoxycyclopentane (1.17 g, 9.00 mmol), and the mixture was st...